This data is from the Open Reaction Database (ORD), a public repository of structured organic reaction records. The task is: describe an organic reaction: reactants, conditions, products, and yield Starting materials: NC(=O)CCC(=O)NBr, COC(=O)c1ccc(Cl)c(-n2c(C)cc(OCc3ccc(F)cc3F)cc2=O)c1, CC#N. Yields the product COC(=O)c1ccc(Cl)c(-n2c(C)cc(OCc3ccc(F)cc3F)c(Br)c2=O)c1. As a reaction SMILES: [Br:30][NH:31][C:32](=[O:33])[CH2:34][CH2:35][C:36]([NH2:37])=[O:38].[CH3:1][O:2][C:3]([c:4]1[cH:5][c:6](-[n:11]2[c:12](=[O:28])[cH:13][c:14]([O:18][CH2:19][c:20]3[c:21]([F:27])[cH:22][c:23]([F:26])[cH:24][cH:25]3)[cH:15][c:16]2[CH3:17])[c:7]([Cl:10])[cH:8][cH:9]1)=[O:29].[CH3:39][C:40]#[N:41]>>[CH3:1][O:2][C:3]([c:4]1[cH:5][c:6](-[n:11]2[c:12](=[O:28])[c:13]([Br:30])[c:14]([O:18][CH2:19][c:20]3[c:21]([F:27])[cH:22][c:23]([F:26])[cH:24][cH:25]3)[cH:15][c:16]2[CH3:17])[c:7]([Cl:10])[cH:8][cH:9]1)=[O:29]. The reactants are CC1=CC=C(CC2CCNCC2)C=C1 (4-(4-methylbenzyl)piperidine), CC1=CC=C(OCCBr)C=C1 (2-(4-methylphenoxy)ethyl bromide). Solvent: C1(=CC=CC=C1)C (toluene). The product is CC1=CC=C(CC2CCN(CC2)CCOC2=CC=C(C=C2)C)C=C1 (4-(4-Methybenzyl)-1-(2-(4-methylphenoxy)ethyl)piperidine). The yield is 82.2%. RXN SMILES: [CH3:1][C:2]1[CH:14]=[CH:13][C:5]([CH2:6][CH:7]2[CH2:12][CH2:11][NH:10][CH2:9][CH2:8]2)=[CH:4][CH:3]=1.[CH3:15][C:16]1[CH:25]=[CH:24][C:19]([O:20][CH2:21][CH2:22]Br)=[CH:18][CH:17]=1>C1(C)C=CC=CC=1>[CH3:1][C:2]1[CH:3]=[CH:4][C:5]([CH2:6][CH:7]2[CH2:12][CH2:11][N:10]([CH2:22][CH2:21][O:20][C:19]3[CH:24]=[CH:25][C:16]([CH3:15])=[CH:17][CH:18]=3)[CH2:9][CH2:8]2)=[CH:13][CH:14]=1. Reported procedure: From a mixture of 4-(4-methylbenzyl)piperidine (1.14 g, 6.02 mmol), 2-(4-methylphenoxy)ethyl bromide (630 mg, 3.01 mmol) and KI (90 mg) in toluene (20 mL) was obtained 800 mg (85%) of the title compound as a yellow oil, 1H NMR (CDCl3): 1.26-1.38 (m, 2H), 1.45-1.53 (m, 1H), 1.61-1.66 (m, 2H), 1.99-2.07 (m, 2H), 2.277 (s, 3H), 2.317 (s, 3H), 2.494 (d, 2H, J=7), 2.761 (t, 2H, J=6), 2.95-2.99 (m, 2H), 4.067 (t, 2H, J=6), 6.792 (d, 2H, J=78), (d, 2H, J=8), 7.01-7.10 (m, 6H). The hydrocloride, mp 170-... Reactants: S1N=CC=C1C=O (isothiazole-5-carboxaldehyde), C1(=CC=CC=C1)P(=CCC(=O)[O-])(C1=CC=CC=C1)C1=CC=CC=C1.[Li+] (lithium 3-(triphenylphosphoranylidene)propanoate). The product is S1N=CC=C1C=CCC(=O)O (4-(5-isothiazolyl)-3-butenoic acid). RXN SMILES: [S:1]1[C:5]([CH:6]=O)=[CH:4][CH:3]=[N:2]1.C1(P(C2C=CC=CC=2)(C2C=CC=CC=2)=[CH:15][CH2:16][C:17]([O-:19])=[O:18])C=CC=CC=1.[Li+]>>[S:1]1[C:5]([CH:6]=[CH:15][CH2:16][C:17]([OH:19])=[O:18])=[CH:4][CH:3]=[N:2]1 |f:1.2|. Reported procedure: Reaction of isothiazole-5-carboxaldehyde with lithium 3-(triphenylphosphoranylidene)propanoate under standard Wittig conditions provides 4-(5-isothiazolyl)-3-butenoic acid which is reduced and cyclized with aluminum chloride to provide 4-oxo-4,5,6,7-tetrahydrobenzisothiazole. The 4-oxo compound is reacted with methylenetriphenyl phosphorane under standard Wittig conditions and a methylene is inserted into the resulting 4-methylene compound via a Simmons Smith reaction to provide 6,7-dihydrospiro... Starting materials: OCC1=C(C(=NC2=CC=C(C=C12)C)CCC)CC1=CC=C(C=C1)Br (4-Hydroxymethyl-3-(4-bromophenylmethyl)-6-methyl-2-propylquinoline), [Si](C)(C)(C(C)(C)C)Cl (t-butyldimethylsilyl chloride), CCOC(=O)C.C(Cl)Cl (EtOAc CH2Cl2). Reagents/catalysts: CN(C)C=1C=CN=CC1 (DMAP). The solvent is C(Cl)Cl (CH2Cl2), C(Cl)Cl (CH2Cl2). Run at temperature 0 celsius. The product is [Si](C)(C)(C(C)(C)C)OCC1=C(C(=NC2=CC=C(C=C12)C)CCC)CC1=CC=C(C=C1)Br (4-(t-Butyldimethylsilyloxymethyl)-3-(4-bromophenylmethyl)-6-methyl-2-propylquinoline). RXN SMILES: [OH:1][CH2:2][C:3]1[C:12]2[C:7](=[CH:8][CH:9]=[C:10]([CH3:13])[CH:11]=2)[N:6]=[C:5]([CH2:14][CH2:15][CH3:16])[C:4]=1[CH2:17][C:18]1[CH:23]=[CH:22][C:21]([Br:24])=[CH:20][CH:19]=1.[Si:25](Cl)([C:28]([CH3:31])([CH3:30])[CH3:29])([CH3:27])[CH3:26].CCOC(C)=O.C(Cl)Cl>CN(C1C=CN=CC=1)C.C(Cl)Cl>[Si:25]([O:1][CH2:2][C:3]1[C:12]2[C:7](=[CH:8][CH:9]=[C:10]([CH3:13])[CH:11]=2)[N:6]=[C:5]([CH2:14][CH2:15][CH3:16])[C:4]=1[CH2:17][C:18]1[CH:19]=[CH:20][C:21]([Br:24])=[CH:22][CH:23]=1)([C:28]([CH3:31])([CH3:30])[CH3:29])([CH3:27])[CH3:26] |f:2.3|. Procedure details: To 50 mg (0.13 mmole) of 54 in 0.5 mL of CH2Cl2 containing 25 λ Et3N (17.5 mg; 0.17 mmole) and 10 mg DMAP (0.08 mmole) was added dropwise with stirring under a nitrogen atmosphere while cooling to 0° C., 25 mg (0.17 mmole) of t-butyldimethylsilyl chloride in 0.5 mL of CH2Cl2. After stirring overnight, the reaction mixture was washed with water, dried (MgSO4) and the product isolated by preparative tlc on silica gel GF using 5% EtOAc/CH2Cl2, giving clean 55. Starting materials: ice, FC1=C2CC/C(/C2=CC=C1)=C\C(=O)Cl ((E)-2-(4-fluoro-1-indanylidene)acetyl chloride), aqueous solution, [OH-].[NH4+] (ammonium hydroxide), CCCCCC (Hexane). Run in ClCCl (dichloromethane). Run at time 18 hour. Product: FC1=C2CC/C(/C2=CC=C1)=C\C(=O)N ((E)-2-(4-fluoro-1-indanylidene)-acetamide). The yield is 58.1%. Reaction SMILES: [F:1][C:2]1[CH:10]=[CH:9][CH:8]=[C:7]2[C:3]=1[CH2:4][CH2:5]/[C:6]/2=[CH:11]\[C:12](Cl)=[O:13].[OH-].[NH4+:16].CCCCCC>ClCCl>[F:1][C:2]1[CH:10]=[CH:9][CH:8]=[C:7]2[C:3]=1[CH2:4][CH2:5]/[C:6]/2=[CH:11]\[C:12]([NH2:16])=[O:13] |f:1.2|. Procedure details: An ice cold solution of (E)-2-(4-fluoro-1-indanylidene)acetyl chloride (2.11 g, 0.01 mol) in dichloromethane (65 mL) was treated with a 30% aqueous solution of ammonium hydroxide (2.63 ml, 0.02 mol), and the mixture was stirred for 18 h. Hexane was added to the mixture, and the solids were collected by filtration to give 1.63 g of crude product. Recrystallization from acetonitrile:water mixtures gave 1.11 g (58%) of (E)-2-(4-fluoro-1-indanylidene)-acetamide as a white solid; m.p., 198-200° C. Reactants: C1(CC1)COC1=C(C=CC(=N1)C(=O)O)C1CCOCC1 (6-cyclopropylmethoxy-5-(tetrahydro-pyran-4-yl)-pyridine-2-carboxylic acid), C1(CC1)C[C@@H](C=1SC=CN1)N ((S)-2-cyclopropyl-1-thiazol-2-yl-ethylamine). Product: C1(CC1)C[C@@H](C=1SC=CN1)NC(=O)C1=NC(=C(C=C1)C1CCOCC1)OCC1CC1 (6-Cyclopropylmethoxy-5-(tetrahydro-pyran-4-yl)-pyridine-2-carboxylic acid ((S)-2-cyclopropyl-1-thiazol-2-yl-ethyl)-amide). Reaction SMILES: [CH:1]1([CH2:4][O:5][C:6]2[N:11]=[C:10]([C:12]([OH:14])=O)[CH:9]=[CH:8][C:7]=2[CH:15]2[CH2:20][CH2:19][O:18][CH2:17][CH2:16]2)[CH2:3][CH2:2]1.[CH:21]1([CH2:24][C@H:25]([NH2:31])[C:26]2[S:27][CH:28]=[CH:29][N:30]=2)[CH2:23][CH2:22]1>>[CH:21]1([CH2:24][C@H:25]([NH:31][C:12]([C:10]2[CH:9]=[CH:8][C:7]([CH:15]3[CH2:20][CH2:19][O:18][CH2:17][CH2:16]3)=[C:6]([O:5][CH2:4][CH:1]3[CH2:2][CH2:3]3)[N:11]=2)=[O:14])[C:26]2[S:27][CH:28]=[CH:29][N:30]=2)[CH2:23][CH2:22]1. Procedure: The title compound was synthesized in analogy to Example 1, using 6-cyclopropylmethoxy-5-(tetrahydro-pyran-4-yl)-pyridine-2-carboxylic acid (Example 9 f) and (S)-2-cyclopropyl-1-thiazol-2-yl-ethylamine as starting materials, MS (LC/MS): 428.2 [M+H]+. Starting materials: COc1c(CBr)cccc1Oc1ccc(Cl)cc1, CS(C)=O, N#C[Na]. Product: COc1c(CC#N)cccc1Oc1ccc(Cl)cc1. RXN SMILES: [CH3:1][O:2][c:3]1[c:4]([O:11][c:12]2[cH:13][cH:14][c:15]([Cl:18])[cH:16][cH:17]2)[cH:5][cH:6][cH:7][c:8]1[CH2:9][Br:10].[CH3:22][S:23](=[O:24])[CH3:25].[Na:19][C:20]#[N:21]>>[CH3:1][O:2][c:3]1[c:4]([O:11][c:12]2[cH:13][cH:14][c:15]([Cl:18])[cH:16][cH:17]2)[cH:5][cH:6][cH:7][c:8]1[CH2:9][C:20]#[N:21]. Starting materials: C1(CC1)CC#N (2-cyclopropylacetonitrile), [Li+].CC(C)[N-]C(C)C (LDA), C(C)(=O)OC(C)=O (acetic anhydride). Run in C1CCOC1 (THF), O1CCCC1 (tetrahydrofuran). Run at temperature -78 celsius, time 1 hour. The product is C1(CC1)C(C#N)C(C)=O (2-Cyclopropyl-3-oxobutanenitrile). RXN SMILES: [CH:1]1([CH2:4][C:5]#[N:6])[CH2:3][CH2:2]1.[Li+].CC([N-]C(C)C)C.[C:15](OC(=O)C)(=[O:17])[CH3:16]>C1COCC1>[CH:1]1([CH:4]([C:15](=[O:17])[CH3:16])[C:5]#[N:6])[CH2:3][CH2:2]1 |f:1.2|. Procedure: Into a 100-mL three neck round-bottom flask, which was purged and maintained with an inert atmosphere of argon, was placed a solution of 2-cyclopropylacetonitrile (3.70 mL, 40.1 mmol) in THF (20 mL). The solution was cooled to −78° C., then LDA (2 M in THF, 30 mL, 60 mmol) was added drop-wise and the mixture was stirred for 1 h at −78° C. A solution of acetic anhydride (4.54 mL, 48.0 mmol) in tetrahydrofuran (10 mL) was added drop-wise at −78° C. The mixture was stirred for 1 h at 15° C., then c...